This data is from the Open Reaction Database (ORD), a public repository of structured organic reaction records. The task is: describe an organic reaction: reactants, conditions, products, and yield RXN SMILES: [CH3:1][O-:2].[Na+].[Na].ClC(Cl)(Cl)C([C:9]1[NH:10][CH:11]=[CH:12][CH:13]=1)=O.[CH3:16][OH:17]>>[NH:10]1[CH:11]=[CH:12][CH:13]=[C:9]1[C:1]([O:17][CH3:16])=[O:2] |f:0.1,^1:3|. Reported procedure: A solution of sodium methoxide, prepared by dissolving sodium (34.0 g) in 4.0 L of methanol, is added to a solution of 2480 g of 2-(trichloroacetyl)-pyrrole in 6.0 L of methanol over a period of 1.5 hours under an atmosphere of nitrogen. There is an exotherm to 35° during the addition. Stirring is continued at room temperature for 2.5 hours, then the solution is concentrated to dryness in vacuo. The residue is dissolved in 9.0 L of ether and the solution is washed with 2×700 mL of water, dried o... Product: N1C(=CC=C1)C(=O)OC (methyl pyrrole-2-carboxylate). Run at time 2.5 hour. The reactants are C[O-].[Na+] (sodium methoxide), ClC(C(=O)C=1NC=CC1)(Cl)Cl (2-(trichloroacetyl)-pyrrole), CO (methanol), [Na] (sodium), CO (methanol). The reactants are CCn1cc(-c2ccc(O)cc2)nc1S, COS(=O)(=O)OC, CO, [K+], [OH-]. Yields the product CCn1cc(-c2ccc(O)cc2)nc1SC. As a reaction SMILES: [CH2:3]([CH3:4])[n:5]1[c:6]([SH:17])[n:7][c:8](-[c:10]2[cH:11][cH:12][c:13]([OH:16])[cH:14][cH:15]2)[cH:9]1.[CH3:18][O:19][S:20]([O:21][CH3:22])(=[O:23])=[O:24].[CH3:25][OH:26].[K+:2].[OH-:1]>>[CH2:3]([CH3:4])[n:5]1[c:6]([S:17][CH3:18])[n:7][c:8](-[c:10]2[cH:11][cH:12][c:13]([OH:16])[cH:14][cH:15]2)[cH:9]1. Reactants: BrC=1C=NC=C(C1)OCCCCl (3-bromo-5-(3-chloropropoxy)pyridine), CN (methylamine). Run in CO (CH3OH). Run at temperature 102 celsius. Yields the product BrC=1C=C(C=NC1)OCCCNC ((3-(5-Bromo(3-pyridyloxy))propyl)methylamine). RXN SMILES: [Br:1][C:2]1[CH:3]=[N:4][CH:5]=[C:6]([O:8][CH2:9][CH2:10][CH2:11]Cl)[CH:7]=1.[CH3:13][NH2:14]>CO>[Br:1][C:2]1[CH:7]=[C:6]([O:8][CH2:9][CH2:10][CH2:11][NH:14][CH3:13])[CH:5]=[N:4][CH:3]=1. Reported procedure: Crude 3-bromo-5-(3-chloropropoxy)pyridine (4.07 g) from the previous step was dissolved in CH3OH (28 mL) and added to a 40 wt % solution of methylamine (35 mL) in a heavy-walled pressure-tube apparatus. The tube was sealed and the mixture was stirred and heated at 102° C. for 4 h. After cooling, the solution was concentrated by rotary evaporation, a saturated NaCl solution (15 mL) was added, and the mixture was basified with 10% NaOH solution (5 mL). The mixture was extracted with CHCL3 (4×30 mL... Starting materials: Nc1cnc(OCC(F)(F)F)c(-c2ccc(Cl)cc2)c1, O=C(O)c1ccccc1. Yields the product O=C(Nc1cnc(OCC(F)(F)F)c(-c2ccc(Cl)cc2)c1)c1ccccc1. RXN SMILES: [Cl:1][c:2]1[cH:3][cH:4][c:5](-[c:8]2[cH:9][c:10]([NH2:20])[cH:11][n:12][c:13]2[O:14][CH2:15][C:16]([F:17])([F:18])[F:19])[cH:6][cH:7]1.[OH:21][C:22](=[O:23])[c:24]1[cH:25][cH:26][cH:27][cH:28][cH:29]1>>[Cl:1][c:2]1[cH:3][cH:4][c:5](-[c:8]2[cH:9][c:10]([NH:20][C:22](=[O:21])[c:24]3[cH:25][cH:26][cH:27][cH:28][cH:29]3)[cH:11][n:12][c:13]2[O:14][CH2:15][C:16]([F:17])([F:18])[F:19])[cH:6][cH:7]1. Reactants: C1N(CCC2=CC=CC=C12)C1=NC=NC2=CC=C(C=C12)C=1C=C2C(=NC1)N(C(=N2)C)COCC[Si](C)(C)C (4-(3,4-dihydro-1H-isoquinolin-2-yl)-6-[2-methyl-3-(2-trimethylsilanylethoxymethyl)-3H-imidazo[4,5-b]pyridin-6-yl]quinazoline), FC(C(=O)O)(F)F (trifluoroacetic acid). The solvent is ClCCl (dichloromethane), ClCCl (dichloromethane). Product: C1N(CCC2=CC=CC=C12)C1=NC=NC2=CC=C(C=C12)C=1C=C2C(=NC1)NC(=N2)C (4-(3,4-dihydro-1H-isoquinolin-2-yl)-6-(2-methyl-3H-imidazo[4,5-b]pyridin-6-yl)quinazoline). The yield is 36.2%. Reaction SMILES: [CH2:1]1[C:10]2[C:5](=[CH:6][CH:7]=[CH:8][CH:9]=2)[CH2:4][CH2:3][N:2]1[C:11]1[C:20]2[C:15](=[CH:16][CH:17]=[C:18]([C:21]3[CH:22]=[C:23]4[N:29]=[C:28]([CH3:30])[N:27](COCC[Si](C)(C)C)[C:24]4=[N:25][CH:26]=3)[CH:19]=2)[N:14]=[CH:13][N:12]=1.FC(F)(F)C(O)=O>ClCCl>[CH2:1]1[C:10]2[C:5](=[CH:6][CH:7]=[CH:8][CH:9]=2)[CH2:4][CH2:3][N:2]1[C:11]1[C:20]2[C:15](=[CH:16][CH:17]=[C:18]([C:21]3[CH:22]=[C:23]4[N:29]=[C:28]([CH3:30])[NH:27][C:24]4=[N:25][CH:26]=3)[CH:19]=2)[N:14]=[CH:13][N:12]=1. Procedure: 0.70 g of 4-(3,4-dihydro-1H-isoquinolin-2-yl)-6-[2-methyl-3-(2-trimethylsilanylethoxymethyl)-3H-imidazo[4,5-b]pyridin-6-yl]quinazoline and 825 μl of trifluoroacetic acid in 8 ml of dichloromethane are stirred at 25° C. in a flask until the reaction is complete (HPLC check, about 120 hours). The cooled reaction solution is diluted with dichloromethane and washed with sodium hydrogencarbonate solution. The organic phase is dried over sodium sulfate and purified by means of column chromatography (g...